Dataset: the Open Reaction Database (ORD), a public repository of structured organic reaction records. Task: describe an organic reaction: reactants, conditions, products, and yield Starting materials: CC1=CC(=C(C(=O)OC)C=C1CC=1C=CC(=NC1)C1=CC(=NC=C1)C)C=C (methyl 4-methyl-5-((2′-methyl-[2,4′-bipyridine]-5-yl)methyl)-2-vinylbenzoate), CC(=O)C (acetone), C(C)#N (acetonitrile), I(=O)(=O)(=O)[O-].[Na+] (sodium periodate). The reagents and catalysts are [Os]=O (osmium oxide), [Os]=O (osmium oxide). Run in O (water). Conditions: time 8 hour. The product is C(=O)C1=C(C(=O)OC)C=C(C(=C1)C)CC=1C=CC(=NC1)C1=CC(=NC=C1)C (methyl 2-formyl-4-methyl-5-((2′-methyl-[2,4′-bipyridine]-5-yl)methyl)benzoate). Reaction SMILES: [CH3:1][C:2]1[C:11]([CH2:12][C:13]2[CH:14]=[CH:15][C:16]([C:19]3[CH:24]=[CH:23][N:22]=[C:21]([CH3:25])[CH:20]=3)=[N:17][CH:18]=2)=[CH:10][C:5]([C:6]([O:8][CH3:9])=[O:7])=[C:4]([CH:26]=C)[CH:3]=1.CC(C)=[O:30].C(#N)C.I([O-])(=O)(=O)=O.[Na+]>[Os]=O.O>[CH:26]([C:4]1[CH:3]=[C:2]([CH3:1])[C:11]([CH2:12][C:13]2[CH:14]=[CH:15][C:16]([C:19]3[CH:24]=[CH:23][N:22]=[C:21]([CH3:25])[CH:20]=3)=[N:17][CH:18]=2)=[CH:10][C:5]=1[C:6]([O:8][CH3:9])=[O:7])=[O:30] |f:3.4|. Procedure: To a solution of methyl 4-methyl-5-((2′-methyl-[2,4′-bipyridine]-5-yl)methyl)-2-vinylbenzoate (0.11 g) in a mixed solvent of acetone (2.00 mL)-acetonitrile (2.00 mL)-water (2.00 mL) were added osmium oxide (fixed catalyst I) (0.04 g) and sodium periodate (0.33 g), and the mixture was stirred overnight at room temperature. The reaction mixture was filtered, and the filtrate was extracted with ethyl acetate. The organic layer was washed with water and saturated brine, and dried over anhydrous sodi...